This data is from the Open Reaction Database (ORD), a public repository of structured organic reaction records. The task is: describe an organic reaction: reactants, conditions, products, and yield Procedure details: a solution of 50 g. (0.22 mole) of 4-methyl-2-phenacylcyclohexanone, 33.7 g. (0.22 mole) of 5-aminosalicylic acid, and 257 ml. of glacial acetic acid was heated under reflux for 3 hours, cooled and filtered. The collected solid was washed with water and recrystallized from acetonitrile to provide 43.3 g. (57%) of yellow crystals, m.p. 213°-215°. Reactants: CC1CC(C(CC1)=O)CC(=O)C1=CC=CC=C1 (4-methyl-2-phenacylcyclohexanone), NC1=CC=C(C(C(=O)O)=C1)O (5-aminosalicylic acid), yellow crystals. Solvent: C(C)(=O)O (acetic acid). Product: C(=O)(O)C=1C=C(C=CC1O)N1C(=CC=2CC(CCC12)C)C1=CC=CC=C1 (1-(3-Carboxy-4-hydroxyphenyl)-5-methyl-2-phenyl-4,5,6,7-tetrahydroindole). As a reaction SMILES: [CH3:1][CH:2]1[CH2:7][CH2:6][C:5](=O)[CH:4]([CH2:9][C:10]([C:12]2[CH:17]=[CH:16][CH:15]=[CH:14][CH:13]=2)=O)[CH2:3]1.[NH2:18][C:19]1[CH:27]=[C:23]([C:24]([OH:26])=[O:25])[C:22]([OH:28])=[CH:21][CH:20]=1>C(O)(=O)C>[C:24]([C:23]1[CH:27]=[C:19]([N:18]2[C:5]3[CH2:6][CH2:7][CH:2]([CH3:1])[CH2:3][C:4]=3[CH:9]=[C:10]2[C:12]2[CH:17]=[CH:16][CH:15]=[CH:14][CH:13]=2)[CH:20]=[CH:21][C:22]=1[OH:28])([OH:26])=[O:25]. The reactants are C1CCOC1, Cl, COc1ccc(Cn2cnc(N)c3nc(C(C)(C)OCc4ccccc4)nc2-3)cc1OC1CCCC1. Yields the product Cl, COc1ccc(Cn2cnc(N)c3nc(C(C)(C)O)nc2-3)cc1OC1CCCC1. As a reaction SMILES: [CH2:38]1[O:39][CH2:40][CH2:41][CH2:42]1.[ClH:1].[NH2:2][c:3]1[c:4]2[n:5][c:6]([C:27]([CH3:28])([CH3:29])[O:30][CH2:31][c:32]3[cH:33][cH:34][cH:35][cH:36][cH:37]3)[n:7][c:8]-2[n:9]([CH2:12][c:13]2[cH:14][c:15]([O:21][CH:22]3[CH2:23][CH2:24][CH2:25][CH2:26]3)[c:16]([O:19][CH3:20])[cH:17][cH:18]2)[cH:10][n:11]1>>[ClH:1].[NH2:2][c:3]1[c:4]2[n:5][c:6]([C:27]([CH3:28])([CH3:29])[OH:30])[n:7][c:8]-2[n:9]([CH2:12][c:13]2[cH:14][c:15]([O:21][CH:22]3[CH2:23][CH2:24][CH2:25][CH2:26]3)[c:16]([O:19][CH3:20])[cH:17][cH:18]2)[cH:10][n:11]1. Starting materials: C(C)(=O)[O-].[Na+] (sodium acetate), C(C)(=O)C1=C(C(=C(OCC2=CC=C(C=O)C=C2)C=C1)CCC)OC(C)=O (4-[(4-acetyl-3-acetoxy-2-propylphenoxy)methyl]benzaldehyde), S1C(=S)NC(=O)C1 (rhodanine). Solvent: C(C)(=O)O (acetic acid). Yields the product C(C)(=O)C1=C(C(=C(OCC2=CC=C(C=C2)C=C2C(NC(S2)=S)=O)C=C1)CCC)OC(C)=O (5-[[4-[(4-acetyl-3-acetoxy-2-propylphenoxy)methyl]phenyl]methylene]-2-thioxo-4-thiazolidinone). As a reaction SMILES: [C:1]([C:4]1[CH:19]=[CH:18][C:7]([O:8][CH2:9][C:10]2[CH:17]=[CH:16][C:13]([CH:14]=O)=[CH:12][CH:11]=2)=[C:6]([CH2:20][CH2:21][CH3:22])[C:5]=1[O:23][C:24](=[O:26])[CH3:25])(=[O:3])[CH3:2].C([O-])(=O)C.[Na+].[S:32]1[CH2:38][C:36](=[O:37])[NH:35][C:33]1=[S:34]>C(O)(=O)C>[C:1]([C:4]1[CH:19]=[CH:18][C:7]([O:8][CH2:9][C:10]2[CH:17]=[CH:16][C:13]([CH:14]=[C:38]3[S:32][C:33](=[S:34])[NH:35][C:36]3=[O:37])=[CH:12][CH:11]=2)=[C:6]([CH2:20][CH2:21][CH3:22])[C:5]=1[O:23][C:24](=[O:26])[CH3:25])(=[O:3])[CH3:2] |f:1.2|. Procedure: Under a nitrogen atmosphere in a round bottom flask 4-[(4-acetyl-3-acetoxy-2-propylphenoxy)methyl]benzaldehyde (70 mg, 0.20 mmol) was dissolved in acetic acid (1 ml). To this solution was added sodium acetate (59 mg, 0.72 mmol) and then rhodanine (27.5 mg, 0.21 mmol). The reaction mixture was then heated to reflux and the progress of the reaction was monitored by thin layer chromatography.